The task is: describe an organic reaction: reactants, conditions, products, and yield. This data is from the Open Reaction Database (ORD), a public repository of structured organic reaction records. The reactants are CCC(NC(=O)c1cncc2c1cnn2-c1ccc(F)cc1)c1ccnc(Br)c1, CCO, CC#N, [H][H], O. Product: CCC(NC(=O)c1cncc2c1cnn2-c1ccc(F)cc1)c1ccncc1. RXN SMILES: [Br:1][c:2]1[n:3][cH:4][cH:5][c:6]([CH:8]([CH2:9][CH3:10])[NH:11][C:12](=[O:13])[c:14]2[c:15]3[c:16]([cH:17][n:18][cH:19]2)[n:20](-[c:23]2[cH:24][cH:25][c:26]([F:29])[cH:27][cH:28]2)[n:21][cH:22]3)[cH:7]1.[CH3:32][CH2:33][OH:34].[CH3:35][C:36]#[N:37].[H:30][H:31].[OH2:38]>>[cH:2]1[n:3][cH:4][cH:5][c:6]([CH:8]([CH2:9][CH3:10])[NH:11][C:12](=[O:13])[c:14]2[c:15]3[c:16]([cH:17][n:18][cH:19]2)[n:20](-[c:23]2[cH:24][cH:25][c:26]([F:29])[cH:27][cH:28]2)[n:21][cH:22]3)[cH:7]1. Starting materials: C[C@@H]1C2([C@@]3(CO3)C(C1)=O)CCCCCC2 ((3R*,11S*)-11-Methyl-1-oxadispiro[2.0.6.3]tridecan-13-one), [H-].[Al+3].[Li+].[H-].[H-].[H-] (lithium aluminum hydride). The solvent is CCOCC (Et2O). The product is C[C@@]1([C@H](C[C@@H](C12CCCCCC2)C)O)O ((1R*,2S*,4S*)-1,4-dimethylspiro[4.6]undecane-1,2-diol). The yield is 76.0%. Reaction SMILES: [CH3:1][C@H:2]1[CH2:8][C:7](=[O:9])[C@@:4]2([O:6][CH2:5]2)[C:3]21[CH2:15][CH2:14][CH2:13][CH2:12][CH2:11][CH2:10]2.[H-].[Al+3].[Li+].[H-].[H-].[H-]>CCOCC>[CH3:5][C@@:4]1([OH:6])[C:3]2([CH2:15][CH2:14][CH2:13][CH2:12][CH2:11][CH2:10]2)[C@@H:2]([CH3:1])[CH2:8][C@@H:7]1[OH:9] |f:1.2.3.4.5.6|. Procedure details: (3R*,11S*)-11-Methyl-1-oxadispiro[2.0.6.3]tridecan-13-one (800 mg, 3.84 mmol) was reduced with lithium aluminum hydride (440 mg, 11.5 mmol) in Et2O (2 mL+4 mL) at ambient temp. for 16 h. Quenching with water (5 mL) and aq. HCl (5 N, 5 mL), usual extraction and purification by silica-gel FC (pentane/Et2O, 2:1, Rf=0.16) furnished (1R*,2R*,4S*)-/(1R*,2S*,4S*)-1,4-dimethylspiro[4.6]undecane-1,2-diol (620 mg, 76%). Reactants: C(C)C1(CCC2=CC(=CC=C12)F)O (1-ethyl-5-fluoro-indan-1-ol), N1C=CC2=CC=CC(=C12)NS(=O)(=O)C (N-(1H-Indol-7-yl)-methanesulfonamide), FC(C(=O)O)(F)F (trifluoroacetic acid). The solvent is ClCCl (dichloromethane). The product is C(C)C1(CCC2=CC(=CC=C12)F)C1=CNC2=C(C=CC=C12)NS(=O)(=O)C (N-[3-(1-ethyl-5-fluoro-indan-1-yl)-1H-indol-7-yl]-methanesulfonamide). Yield: 84.3%. RXN SMILES: [CH2:1]([C:3]1(O)[C:11]2[C:6](=[CH:7][C:8]([F:12])=[CH:9][CH:10]=2)[CH2:5][CH2:4]1)[CH3:2].[NH:14]1[C:22]2[C:17](=[CH:18][CH:19]=[CH:20][C:21]=2[NH:23][S:24]([CH3:27])(=[O:26])=[O:25])[CH:16]=[CH:15]1.FC(F)(F)C(O)=O>ClCCl>[CH2:1]([C:3]1([C:16]2[C:17]3[C:22](=[C:21]([NH:23][S:24]([CH3:27])(=[O:25])=[O:26])[CH:20]=[CH:19][CH:18]=3)[NH:14][CH:15]=2)[C:11]2[C:6](=[CH:7][C:8]([F:12])=[CH:9][CH:10]=2)[CH2:5][CH2:4]1)[CH3:2]. Reported procedure: Combine 1-ethyl-5-fluoro-indan-1-ol (502 mg, 2.79 mmol, 1.30 equivalents), N-(1H-Indol-7-yl)-methanesulfonamide (450 mg, 2.14 mmol, 1.00 equivalents), and trifluoroacetic acid (0.25 ml, 3.21 mmol, 1.50 equivalents) in dichloromethane (5 ml) and stir at room temperature under nitrogen overnight. Load the solution on silica and purify eluting with 0 to 100% ethyl acetate/hexanes over 25 minutes to obtain the title compound (672 mg, 84%). LC-MS m/z 373.0 (M++1). The racemic mixture is separated on ...